From a dataset of the Open Reaction Database (ORD), a public repository of structured organic reaction records. describe an organic reaction: reactants, conditions, products, and yield The reactants are O (Water), N1=CC(=CC=C1)NC(OCC(Cl)(Cl)Cl)=O (2,2,2-trichloroethyl pyridin-3-ylcarbamate), S1C(=CC=C1)C1=NSC(=N1)N1CCNCC1 (1-[3-(2-thienyl)-1,2,4-thiadiazol-5-yl]piperazine), C(C)(C)N(CC)C(C)C (diisopropylethylamine). Solvent: CS(=O)C (dimethyl sulfoxide). Yields the product N1=CC(=CC=C1)NC(=O)N1CCN(CC1)C1=NC(=NS1)C=1SC=CC1 (N-Pyridin-3-yl-4-[3-(2-thienyl)-1,2,4-thiadiazol-5-yl]piperazine-1-carboxamide). The yield is 36.9%. RXN SMILES: [N:1]1[CH:6]=[CH:5][CH:4]=[C:3]([NH:7][C:8](=[O:15])OCC(Cl)(Cl)Cl)[CH:2]=1.[S:16]1[CH:20]=[CH:19][CH:18]=[C:17]1[C:21]1[N:25]=[C:24]([N:26]2[CH2:31][CH2:30][NH:29][CH2:28][CH2:27]2)[S:23][N:22]=1.C(N(C(C)C)CC)(C)C.O>CS(C)=O>[N:1]1[CH:6]=[CH:5][CH:4]=[C:3]([NH:7][C:8]([N:29]2[CH2:28][CH2:27][N:26]([C:24]3[S:23][N:22]=[C:21]([C:17]4[S:16][CH:20]=[CH:19][CH:18]=4)[N:25]=3)[CH2:31][CH2:30]2)=[O:15])[CH:2]=1. Reported procedure: A mixed solution of 2,2,2-trichloroethyl pyridin-3-ylcarbamate (235 mg, 0.872 mmol), 1-[3-(2-thienyl)-1,2,4-thiadiazol-5-yl]piperazine (200 mg, 0.793 mmol) and diisopropylethylamine (0.152 ml, 0.872 mmol) in dimethyl sulfoxide (2.5 ml) was stirred at 80° C. for 3 hours. Water was poured to the reaction mixture, and the resulting solution was extracted with ethyl acetate. The extract was washed with water, and the solvent was distilled off under reduced pressure. The residue was purified by silic...